From a dataset of the Open Reaction Database (ORD), a public repository of structured organic reaction records. describe an organic reaction: reactants, conditions, products, and yield Reaction SMILES: [Cl:1][C:2]1[CH:3]=[C:4]2[C:8](=[CH:9][CH:10]=1)[NH:7][CH2:6][CH2:5]2.[CH3:11][N:12]1[CH:16]=[C:15]([C:17]2[N:22]=[N:21][C:20]([N:23]3[CH2:28][CH2:27][C:26](=O)[CH2:25][CH2:24]3)=[CH:19][CH:18]=2)[CH:14]=[N:13]1>>[Cl:1][C:2]1[CH:3]=[C:4]2[C:8](=[CH:9][CH:10]=1)[N:7]([CH:26]1[CH2:27][CH2:28][N:23]([C:20]3[N:21]=[N:22][C:17]([C:15]4[CH:14]=[N:13][N:12]([CH3:11])[CH:16]=4)=[CH:18][CH:19]=3)[CH2:24][CH2:25]1)[CH2:6][CH2:5]2. Reactants: ClC=1C=C2CCNC2=CC1 (5-chloroindoline), CN1N=CC(=C1)C1=CC=C(N=N1)N1CCC(CC1)=O (1-(6-(1-methyl-1H-pyrazol-4-yl)pyridazin-3-yl)piperidin-4-one). Product: ClC=1C=C2CCN(C2=CC1)C1CCN(CC1)C=1N=NC(=CC1)C=1C=NN(C1)C (5-chloro-1-(1-(6-(1-methyl-1H-pyrazol-4-yl)pyridazin-3-yl)piperidin-4-yl)indoline). Reported procedure: The title compound was prepared following the procedure as described in Example 5, STEP 4, reacting 5-chloroindoline and 1-(6-(1-methyl-1H-pyrazol-4-yl)pyridazin-3-yl)piperidin-4-one. Starting materials: N1=C2C(=NS1)C(=CC=C2)S(=O)(=O)NC2=C(C(=O)O)C=CC(=C2)I (2-(benzo[1,2,5]thiadiazole-4-sulfonylamino)-4-iodobenzoic acid), COC([C@H](C(C1=CC=C(C=C1)Cl)C1=CC=C(C=C1)Cl)N)=O ((S)-2-amino-3,3-bis-(4-chloro-phenyl)-propionic acid methyl ester). The product is COC([C@H](C(C1=CC=C(C=C1)Cl)C1=CC=C(C=C1)Cl)NC(C1=C(C=C(C=C1)I)NS(=O)(=O)C1=CC=CC=2C1=NSN2)=O)=O ((S)-2-[2-(Benzo[1,2,5]thiadiazole-4-sulfonylamino)-4-iodo-benzoylamino]-3,3-bis-(4-chloro-phenyl)-propionic acid methyl ester). Yield: 84.0%. RXN SMILES: [N:1]1[S:5][N:4]=[C:3]2[C:6]([S:10]([NH:13][C:14]3[CH:22]=[C:21]([I:23])[CH:20]=[CH:19][C:15]=3[C:16](O)=[O:17])(=[O:12])=[O:11])=[CH:7][CH:8]=[CH:9][C:2]=12.[CH3:24][O:25][C:26](=[O:44])[C@@H:27]([NH2:43])[CH:28]([C:36]1[CH:41]=[CH:40][C:39]([Cl:42])=[CH:38][CH:37]=1)[C:29]1[CH:34]=[CH:33][C:32]([Cl:35])=[CH:31][CH:30]=1>>[CH3:24][O:25][C:26](=[O:44])[C@@H:27]([NH:43][C:16](=[O:17])[C:15]1[CH:19]=[CH:20][C:21]([I:23])=[CH:22][C:14]=1[NH:13][S:10]([C:6]1[C:3]2=[N:4][S:5][N:1]=[C:2]2[CH:9]=[CH:8][CH:7]=1)(=[O:11])=[O:12])[CH:28]([C:29]1[CH:34]=[CH:33][C:32]([Cl:35])=[CH:31][CH:30]=1)[C:36]1[CH:37]=[CH:38][C:39]([Cl:42])=[CH:40][CH:41]=1. Procedure: The title compound (49 mg, 84%) was prepared from 2-(benzo[1,2,5]thiadiazole-4-sulfonylamino)-4-iodobenzoic acid (EXAMPLE 101, Part D) and (S)-2-amino-3,3-bis-(4-chloro-phenyl)-propionic acid methyl ester (EXAMPLE 106, Part H) as in Example 1, Part C. 1H NMR (500 MHz, CDCl3): 11.16 (s, 1H), 8.36 (dd, J=7.0, 1.0, 1H), 8.23 (dd, J=8.8, 1.0, 1H), 8.03 (d, J=1.6, 1H), 7.72 (dd, J=8.8, 7.1, 1H), 7.32-7.27 (m, 4H), 7.24 (dd, J=8.2, 1.6, 1H), 7.21-7.15 (m, 4H), 6.71 (d, J=8.3, 1H), 6.22 (br d, J=8.8, 1... Starting materials: CCOC(=O)C1(COc2ccc3c(c2)CN(C(=O)OCc2ccccc2)CC3)CCN(C(=O)OC(C)(C)C)CC1, ClC(Cl)Cl, O=C(O)C(F)(F)F. The product is CCOC(=O)C1(COc2ccc3c(c2)CN(C(=O)OCc2ccccc2)CC3)CCNCC1. Reaction SMILES: [CH2:1]([c:2]1[cH:3][cH:4][cH:5][cH:6][cH:7]1)[O:8][C:9](=[O:10])[N:11]1[CH2:12][c:13]2[cH:14][c:15]([O:21][CH2:22][C:23]3([C:36](=[O:37])[O:38][CH2:39][CH3:40])[CH2:24][CH2:25][N:26]([C:29]([O:30][C:31]([CH3:32])([CH3:33])[CH3:34])=[O:35])[CH2:27][CH2:28]3)[cH:16][cH:17][c:18]2[CH2:19][CH2:20]1.[CH:48]([Cl:49])([Cl:50])[Cl:51].[OH:41][C:42]([C:43]([F:44])([F:45])[F:46])=[O:47]>>[CH2:1]([c:2]1[cH:3][cH:4][cH:5][cH:6][cH:7]1)[O:8][C:9](=[O:10])[N:11]1[CH2:12][c:13]2[cH:14][c:15]([O:21][CH2:22][C:23]3([C:36](=[O:37])[O:38][CH2:39][CH3:40])[CH2:24][CH2:25][NH:26][CH2:27][CH2:28]3)[cH:16][cH:17][c:18]2[CH2:19][CH2:20]1. Reactants: BrC1=C(C(=CC=C1)[N+](=O)[O-])CBr (1-bromo-2-bromomethyl-3-nitro-benzene), CC(=O)[O-].[K+] (KOAc). Run in CN(C)C=O (DMF). Reaction conditions: temperature 70 celsius. The product is BrC1=C(COC(C)=O)C(=CC=C1)[N+](=O)[O-] (Acetic acid 2-bromo-6-nitro-benzyl ester). As a reaction SMILES: [Br:1][C:2]1[CH:7]=[CH:6][CH:5]=[C:4]([N+:8]([O-:10])=[O:9])[C:3]=1[CH2:11]Br.[CH3:13][C:14]([O-:16])=[O:15].[K+]>CN(C=O)C>[Br:1][C:2]1[CH:7]=[CH:6][CH:5]=[C:4]([N+:8]([O-:10])=[O:9])[C:3]=1[CH2:11][O:16][C:14](=[O:15])[CH3:13] |f:1.2|. Procedure details: To a solution of 1-bromo-2-bromomethyl-3-nitro-benzene (3.39 g, 11.53 mmol) in DMF (50 nml) was added KOAc (7.6 g, 77.4 mmol). The reaction was heated at 70° C. for an hour. After cooling to room temperature, the mixture was partitioned between water and ethyl acetate. The organic layer was washed with water and brine, and dried over MgSO4 Acetic acid 2-bromo-6-nitro-benzyl ester (3.1 g) was obtained as a brown oil after concentration under vacuum (˜100%). 1H NMR (CDCl3, 300 MHz) δ: 2.06(s, 3H),... The reactants are COC1=C(C=CC(=C1)OCCSC)NC(=O)[C@H]1[C@@H]([C@@]2([C@@H](N1)CC(C)(C)C)C(NC1=CC(=CC=C12)Cl)=O)C1=C(C(=CC=C1)Cl)F ((2′S,3′R,4′S,5′R)-6-chloro-4′-(3-chloro-2-fluoro-phenyl)-2′-(2,2-dimethyl-propyl)-2-oxo-1,2-dihydro-spiro[indole-3,3′-pyrrolidine]-5′-carboxylic acid [2-methoxy-4-(2-methylsulfanyl-ethoxy)-phenyl]-amide), ClC=1C=C(C(=O)OO)C=CC1 (3-chloroperoxybenzoic acid), crude mixture, O (water). Run in ClCCl (dichloromethane). Conditions: time 2 hour. Yields the product CS(=O)(=O)CCOC1=CC(=C(C=C1)NC(=O)[C@H]1[C@@H]([C@@]2([C@@H](N1)CC(C)(C)C)C(NC1=CC(=CC=C12)Cl)=O)C1=C(C(=CC=C1)Cl)F)OC ((2′S,3′R,4′S,5′R)-6-chloro-4′-(3-chloro-2-fluoro-phenyl)-2′-(2,2-dimethyl-propyl)-2-oxo-1,2-dihydro-spiro[indole-3,3′-pyrrolidine]-5′-carboxylic acid [4-(2-methanesulfonyl-ethoxy)-2-methoxy-phenyl]-amide). Reaction SMILES: [CH3:1][O:2][C:3]1[CH:8]=[C:7]([O:9][CH2:10][CH2:11][S:12][CH3:13])[CH:6]=[CH:5][C:4]=1[NH:14][C:15]([C@@H:17]1[NH:21][C@@H:20]([CH2:22][C:23]([CH3:26])([CH3:25])[CH3:24])[C@:19]2([C:34]3[C:29](=[CH:30][C:31]([Cl:35])=[CH:32][CH:33]=3)[NH:28][C:27]2=[O:36])[C@H:18]1[C:37]1[CH:42]=[CH:41][CH:40]=[C:39]([Cl:43])[C:38]=1[F:44])=[O:16].ClC1C=C(C=CC=1)C(OO)=[O:50].[OH2:56]>ClCCl>[CH3:13][S:12]([CH2:11][CH2:10][O:9][C:7]1[CH:6]=[CH:5][C:4]([NH:14][C:15]([C@@H:17]2[NH:21][C@@H:20]([CH2:22][C:23]([CH3:26])([CH3:25])[CH3:24])[C@:19]3([C:34]4[C:29](=[CH:30][C:31]([Cl:35])=[CH:32][CH:33]=4)[NH:28][C:27]3=[O:36])[C@H:18]2[C:37]2[CH:42]=[CH:41][CH:40]=[C:39]([Cl:43])[C:38]=2[F:44])=[O:16])=[C:3]([O:2][CH3:1])[CH:8]=1)(=[O:50])=[O:56]. Procedure: To a solution of chiral (2′S,3′R,4′S,5′R)-6-chloro-4′-(3-chloro-2-fluoro-phenyl)-2′-(2,2-dimethyl-propyl)-2-oxo-1,2-dihydro-spiro[indole-3,3′-pyrrolidine]-5′-carboxylic acid [2-methoxy-4-(2-methylsulfanyl-ethoxy)-phenyl]-amide (0.17 g, 0.26 mmol) prepared in Example 169 in dichloromethane (5 mL) was added 3-chloroperoxybenzoic acid (MCPBA, Aldrich, 77%) (0.11 g mL, 0.52 mmol). The reaction mixture was stirred at room temperature for 2 h. The crude mixture was diluted with water, and extracted wi... The reactants are Cl (hydrochloride), Cl.N[C@H](C(=O)NC=1C=C(C(=O)OC)C=CC1)CC1=CC=CC=C1 (3-[[(S)-2-Amino-1-oxo-3-phenylpropyl]amino]benzoic acid, methyl ester, hydrochloride), C([O-])(O)=O.[Na+] (sodium bicarbonate). Solvent: C(C)(=O)OCC (ethyl acetate). Product: N[C@H](C(=O)NC=1C=C(C(=O)OC)C=CC1)CC1=CC=CC=C1 (3-[[(S)-2-amino-1-oxo-3-phenylpropyl]amino]benzoic acid, methyl ester). As a reaction SMILES: Cl.Cl.[NH2:3][C@@H:4]([CH2:18][C:19]1[CH:24]=[CH:23][CH:22]=[CH:21][CH:20]=1)[C:5]([NH:7][C:8]1[CH:9]=[C:10]([CH:15]=[CH:16][CH:17]=1)[C:11]([O:13][CH3:14])=[O:12])=[O:6].C(=O)(O)[O-].[Na+]>C(OCC)(=O)C>[NH2:3][C@@H:4]([CH2:18][C:19]1[CH:24]=[CH:23][CH:22]=[CH:21][CH:20]=1)[C:5]([NH:7][C:8]1[CH:9]=[C:10]([CH:15]=[CH:16][CH:17]=1)[C:11]([O:13][CH3:14])=[O:12])=[O:6] |f:1.2,3.4|. Reported procedure: The hydrochloride product from part (c) (1.61 g., 4.81 mmole) is partitioned between ethyl acetate and 5% aqueous sodium bicarbonate (100 ml. each). The organic layer is separated, washed with brine, dried (MgSO4), and concentrated in vacuo to give 3-[[(S)-2-amino-1-oxo-3-phenylpropyl]amino]benzoic acid, methyl ester.